From a dataset of the Open Reaction Database (ORD), a public repository of structured organic reaction records. describe an organic reaction: reactants, conditions, products, and yield Yield: 92.2%. Starting materials: [OH-].[Na+] (NaOH), [C@@H]([C@H](C(=O)[O-])O)(C(=O)[O-])O.[Na+].[K+] (Rochelle's salt), solution, CC(C)C[AlH]CC(C)C (DIBAL-H), C1(=CC=CC=C1)C (toluene), C(C)OC(\C=C\C1=CC=2CC3=CC=CC=C3C2C=C1)=O ((E)-3-(9H-fluoren-2-yl)-acrylic acid ethyl ester). The solvent is CO (Methanol), C1CCOC1 (THF). Run at time 30 minute. The product is C1=C(C=CC=2C3=CC=CC=C3CC12)/C=C/CO ((E)-3-(9H-fluoren-2-yl)-prop-2-en-1-ol). Reaction SMILES: CC(C[AlH]CC(C)C)C.C1(C)C=CC=CC=1.C([O:19][C:20](=O)/[CH:21]=[CH:22]/[C:23]1[CH:35]=[CH:34][C:33]2[C:32]3[C:27](=[CH:28][CH:29]=[CH:30][CH:31]=3)[CH2:26][C:25]=2[CH:24]=1)C.[C@H](O)(C([O-])=O)[C@@H](O)C([O-])=O.[Na+].[K+].[OH-].[Na+]>C1COCC1.CO>[CH:24]1[C:25]2[CH2:26][C:27]3[C:32](=[CH:31][CH:30]=[CH:29][CH:28]=3)[C:33]=2[CH:34]=[CH:35][C:23]=1/[CH:22]=[CH:21]/[CH2:20][OH:19] |f:3.4.5,6.7|. Reported procedure: Under an atmosphere of nitrogen a 1M solution of DIBAL-H in toluene (80 ml, 80 mmol) was added dropwise at −70° C. over 20 min. to a stirred solution of (E)-3-(9H-fluoren-2-yl)-acrylic acid ethyl ester (5.3 g, 20.0 mmol) in dry THF (150 ml) and the mixture stirred for 30 min. Methanol (2 ml) was added, followed by saturated aqueous Rochelle's salt (100 ml), and 1N NaOH. The aqueous phase was separated and further extracted with dichloromethane. The combined organic phases were washed with water ...